Dataset: the Open Reaction Database (ORD), a public repository of structured organic reaction records. Task: describe an organic reaction: reactants, conditions, products, and yield Starting materials: ClC1=CC=C(C=C1)C1N(C(C=2N(N=C(C21)C)C2CN(C2)C(=O)OC(C)(C)C)=O)C=2C=C(C=1N(C2)C(=NN1)C)C (tert-butyl 3-(4-(4-chlorophenyl)-5-(3,8-dimethyl-[1,2,4]triazolo[4,3-a]pyridin-6-yl)-3-methyl-6-oxo-5,6-dihydropyrrolo[3,4-c]pyrazol-1(4H)-yl)azetidine-1-carboxylate), CCCCCCC.CCO (heptane EtOH), ClC1=CC=C(C=C1)C1N(C(C=2N(N=C(C21)C2CC2)C)=O)C=2C=C(C=1N(C2)C(=NN1)C)C (4-(4-chlorophenyl)-3-cyclopropyl-5-(3,8-dimethyl-[1,2,4]triazolo[4,3-a]pyridin-6-yl)-1-methyl-4,5-dihydropyrrolo[3,4-c]pyrazol-6(1H)-one). Run in C(C)OCC (diethyl ether). The product is ClC1=CC=C(C=C1)[C@H]1N(C(C=2N(N=C(C21)C2CC2)C)=O)C=2C=C(C=1N(C2)C(=NN1)C)C ((R)-4-(4-chlorophenyl)-3-cyclopropyl-5-(3,8-dimethyl-[1,2,4]triazolo[4,3-a]pyridin-6-yl)-1-methyl-4,5-dihydropyrrolo[3,4-c]pyrazol-6(1H)-one). Reaction SMILES: ClC1C=CC(C2C3C(C)=NN(C4CN(C(OC(C)(C)C)=O)C4)C=3C(=O)N2C2C=C(C)C3N(C(C)=NN=3)C=2)=CC=1.CCCCCCC.CCO.[Cl:50][C:51]1[CH:56]=[CH:55][C:54]([CH:57]2[C:64]3[C:63]([CH:65]4[CH2:67][CH2:66]4)=[N:62][N:61]([CH3:68])[C:60]=3[C:59](=[O:69])[N:58]2[C:70]2[CH:71]=[C:72]([CH3:80])[C:73]3[N:74]([C:76]([CH3:79])=[N:77][N:78]=3)[CH:75]=2)=[CH:53][CH:52]=1>C(OCC)C>[Cl:50][C:51]1[CH:52]=[CH:53][C:54]([C@@H:57]2[C:64]3[C:63]([CH:65]4[CH2:67][CH2:66]4)=[N:62][N:61]([CH3:68])[C:60]=3[C:59](=[O:69])[N:58]2[C:70]2[CH:71]=[C:72]([CH3:80])[C:73]3[N:74]([C:76]([CH3:79])=[N:77][N:78]=3)[CH:75]=2)=[CH:55][CH:56]=1 |f:1.2|. Procedure: The title compound (26 mg, 34% yield) was obtained enantiomerically pure (>99% ee) after chiral preparative chromatography (system: VWR prep HPLC; column: Chiralpak AD-H 20 μm, 76.5×393 mm; mobile phase: heptane/EtOH 60:40; flow: 80 mL/min; detection UV: 240 nm) of the racemic mixture of 4-(4-chlorophenyl)-3-cyclopropyl-5-(3,8-dimethyl-[1,2,4]triazolo[4,3-a]pyridin-6-yl)-1-methyl-4,5-dihydropyrrolo[3,4-c]pyrazol-6(1H)-one (Example 129) followed by trituration in diethyl ether. Starting materials: CN1C(N(C=2C(C1=O)=C(NN2)SC2=CC=CC=C2)CC(C)(C)C)=O (5-methyl-7-neopentyl-3-(phenylthio)-2H-pyrazolo[3,4-d]pyrimidine-4,6(5H,7H)-dione), BrCC1=CC=C(C=C1)N1N=CN=C1 (1-(4-(bromomethyl)phenyl)-1H-1,2,4-triazole), C(=O)([O-])[O-].[K+].[K+] (K2CO3). The solvent is CN(C)C=O (DMF). Reaction conditions: time 8 hour. The product is N1(N=CN=C1)C1=CC=C(CN2N=C3N(C(N(C(C3=C2SC2=CC=CC=C2)=O)C)=O)CC(C)(C)C)C=C1 (2-(4-(1H-1,2,4-triazol-1-yl)benzyl)-5-methyl-7-neopentyl-3-(phenylthio)-2H-pyrazolo[3,4-d]pyrimidine-4,6(5H,7H)-dione). As a reaction SMILES: [CH3:1][N:2]1[C:7](=[O:8])[C:6]2=[C:9]([S:12][C:13]3[CH:18]=[CH:17][CH:16]=[CH:15][CH:14]=3)[NH:10][N:11]=[C:5]2[N:4]([CH2:19][C:20]([CH3:23])([CH3:22])[CH3:21])[C:3]1=[O:24].Br[CH2:26][C:27]1[CH:32]=[CH:31][C:30]([N:33]2[CH:37]=[N:36][CH:35]=[N:34]2)=[CH:29][CH:28]=1.C([O-])([O-])=O.[K+].[K+]>CN(C=O)C>[N:33]1([C:30]2[CH:31]=[CH:32][C:27]([CH2:26][N:10]3[C:9]([S:12][C:13]4[CH:18]=[CH:17][CH:16]=[CH:15][CH:14]=4)=[C:6]4[C:5]([N:4]([CH2:19][C:20]([CH3:21])([CH3:23])[CH3:22])[C:3](=[O:24])[N:2]([CH3:1])[C:7]4=[O:8])=[N:11]3)=[CH:28][CH:29]=2)[CH:37]=[N:36][CH:35]=[N:34]1 |f:2.3.4|. Procedure: Crude 5-methyl-7-neopentyl-3-(phenylthio)-2H-pyrazolo[3,4-d]pyrimidine-4,6(5H,7H)-dione (40 mg, 0.12 mmol), 1-(4-(bromomethyl)phenyl)-1H-1,2,4-triazole (28 mg, 0.12 mmol) and K2CO3 (16 mg, 0.12 mmol) are suspended in 5 mL of anhydrous DMF. The reaction mixture is stirred at room temperature overnight, and then evaporated to dryness under reduced pressure. The residue is purified by silica gel column chromatography to give pure product as white solids. MS (ESI) m/z 502.2 [M+H]+. The reactants are C(C)OC1=NN(C=C1CCC(=O)OCC)CC1=CC=C(C=C1)O (ethyl 3-[3-ethoxy-1-(4-hydroxybenzyl)-1H-pyrazol-4-yl]propionate), ClCC=1N=C(SC1C)C1=CC=CC=C1 (4-chloromethyl-5-methyl-2-phenylthiazole), C([O-])([O-])=O.[K+].[K+] (potassium carbonate), CN(C=O)C (N,N-dimethylformamide). Run in O (water). Conditions: time 8 hour. The product is C(C)OC1=NN(C=C1CCC(=O)O)CC1=CC=C(C=C1)OCC=1N=C(SC1C)C1=CC=CC=C1 (3-[3-ethoxy-1-[4-(5-methyl-2-phenyl-4-thiazolylmethoxy)benzyl]-1H-pyrazol-4-yl]propionic acid). Isolated yield 81.1%. As a reaction SMILES: [CH2:1]([O:3][C:4]1[C:8]([CH2:9][CH2:10][C:11]([O:13]CC)=[O:12])=[CH:7][N:6]([CH2:16][C:17]2[CH:22]=[CH:21][C:20]([OH:23])=[CH:19][CH:18]=2)[N:5]=1)[CH3:2].Cl[CH2:25][C:26]1[N:27]=[C:28]([C:32]2[CH:37]=[CH:36][CH:35]=[CH:34][CH:33]=2)[S:29][C:30]=1[CH3:31].C(=O)([O-])[O-].[K+].[K+].CN(C)C=O>O>[CH2:1]([O:3][C:4]1[C:8]([CH2:9][CH2:10][C:11]([OH:13])=[O:12])=[CH:7][N:6]([CH2:16][C:17]2[CH:18]=[CH:19][C:20]([O:23][CH2:25][C:26]3[N:27]=[C:28]([C:32]4[CH:37]=[CH:36][CH:35]=[CH:34][CH:33]=4)[S:29][C:30]=3[CH3:31])=[CH:21][CH:22]=2)[N:5]=1)[CH3:2] |f:2.3.4|. Procedure details: A mixture of ethyl 3-[3-ethoxy-1-(4-hydroxybenzyl)-1H-pyrazol-4-yl]propionate (1.20 g), 4-chloromethyl-5-methyl-2-phenylthiazole (0.95 g), potassium carbonate (1.06 g), and N,N-dimethylformamide (20 ml) was stirred at room temperature overnight. The reaction mixture was poured into water, which was extracted with ethyl acetate. The ethyl acetate layer was washed with water, then, with saturated aqueous sodium chloride solution, and dried (MgSO4) and concentrated. The residue was subjected to sil... Starting materials: ClC=1C=2N(C=CN1)C(=NC2)[C@@H]2CC[C@H](CC2)C(=O)OC (trans-methyl 4-(8-chloroimidazo[1,5-a]pyrazin-3-yl)cyclohexanecarboxylate), [H-].[H-].[H-].[H-].[Li+].[Al+3] (LAH), C(C)(=O)OCC (Ethyl acetate), Na2SO4.10H2O. Solvent: C1CCOC1 (THF), C1CCOC1 (THF). Run at temperature -78 celsius, time 30 minute. Yields the product ClC=1C=2N(C=CN1)C(=NC2)[C@@H]2CC[C@H](CC2)CO (trans-[4(8-Chloroimidazo[1,5-a]pyrazin-3-yl)cyclohexyl]methanol). As a reaction SMILES: [Cl:1][C:2]1[C:3]2[N:4]([C:8]([C@H:11]3[CH2:16][CH2:15][C@H:14]([C:17](OC)=[O:18])[CH2:13][CH2:12]3)=[N:9][CH:10]=2)[CH:5]=[CH:6][N:7]=1.[H-].[H-].[H-].[H-].[Li+].[Al+3].C(OCC)(=O)C>C1COCC1>[Cl:1][C:2]1[C:3]2[N:4]([C:8]([C@H:11]3[CH2:12][CH2:13][C@H:14]([CH2:17][OH:18])[CH2:15][CH2:16]3)=[N:9][CH:10]=2)[CH:5]=[CH:6][N:7]=1 |f:1.2.3.4.5.6|. Procedure: A THF solution (1.00 L) of trans-methyl 4-(8-chloroimidazo[1,5-a]pyrazin-3-yl)cyclohexanecarboxylate (29.70 g, 101.1 mmol) was cooled to −78° C. and was charged with LAB (1M in THF, 25-3 mmol, 25.3 mL) dropwise. After 30 min., the reaction mixture was charged with additional LAH (25.3 mmol) at −78° C. and then, allowed to stir at −78° C. for 1.5 h. The reaction was slowly warmed up to rt and stirred for additional 30 min. Ethyl acetate, Na2SO4.10H2O, and silica gel were added to the reaction mix... Starting materials: Cl (Hydrochloric acid), C1CCOC1 (THF), CC1(OCC2(CC(C2)(C=2SC=CC2)C2=NN=C3N2CCCCCC3)CO1)C (3-[7,7-dimethyl-2-(2-thienyl)-6,8-dioxaspiro[3,5]non-2-yl]-5,6,7,8,9,10-hexahydro[1,2,4]triazolo[4,3-a]azocine), C(O)([O-])=O.[Na+] (sodium hydrogen carbonate). Run in C(Cl)(Cl)Cl (chloroform). Reaction conditions: time 30 minute. Yields the product N=1N=C(N2C1CCCCCC2)C2(CC(C2)(CO)CO)C=2SC=CC2 ([3-(5,6,7,8,9,10-hexahydro[1,2,4]triazolo[4,3-a]azocin-3-yl)-3-(2-thienyl)cyclobutane-1,1-diyl]dimethanol). Yield: 91.5%. Reaction SMILES: Cl.C1COCC1.CC1(C)[O:32][CH2:31][C:11]2([CH2:14][C:13]([C:20]3[N:24]4[CH2:25][CH2:26][CH2:27][CH2:28][CH2:29][CH2:30][C:23]4=[N:22][N:21]=3)([C:15]3[S:16][CH:17]=[CH:18][CH:19]=3)[CH2:12]2)[CH2:10][O:9]1.C(=O)([O-])O.[Na+]>C(Cl)(Cl)Cl>[N:22]1[N:21]=[C:20]([C:13]2([C:15]3[S:16][CH:17]=[CH:18][CH:19]=3)[CH2:12][C:11]([CH2:31][OH:32])([CH2:10][OH:9])[CH2:14]2)[N:24]2[CH2:25][CH2:26][CH2:27][CH2:28][CH2:29][CH2:30][C:23]=12 |f:3.4|. Reported procedure: 1M Hydrochloric acid was added to a THF (10 ml) solution of 3-[7,7-dimethyl-2-(2-thienyl)-6,8-dioxaspiro[3,5]non-2-yl]-5,6,7,8,9,10-hexahydro[1,2,4]triazolo[4,3-a]azocine (2270 mg) and the whole was stirred at room temperature for 30 minutes. The reaction solution and chloroform were added to a saturated aqueous sodium hydrogen carbonate solution and then the organic layer was separated. Furthermore, the organic layer washed with a saturated aqueous sodium chloride solution, dried over anhydrous...